Dataset: the Open Reaction Database (ORD), a public repository of structured organic reaction records. Task: describe an organic reaction: reactants, conditions, products, and yield Reactants: NCCCN1CCN(CC1)CCCN (1,4-bis(3-aminopropyl)piperazine), COC1=C(C=O)C(=C(C(=C1OC)OC)OC)C (2,3,4,5-tetramethoxy-6-methylbenzaldehyde). Yields the product COC1=C(CNCCCN2CCN(CC2)CCCNCC2=C(C(=C(C(=C2C)OC)OC)OC)OC)C(=C(C(=C1OC)OC)OC)C (N,N'-bis{[N-(2,3,4,5-tetramethoxy-6-methylbenzyl)]-3-aminopropyl}piperazine). Reaction SMILES: [NH2:1][CH2:2][CH2:3][CH2:4][N:5]1[CH2:10][CH2:9][N:8]([CH2:11][CH2:12][CH2:13][NH2:14])[CH2:7][CH2:6]1.[CH3:15][O:16][C:17]1[C:24]([O:25][CH3:26])=[C:23]([O:27][CH3:28])[C:22]([O:29][CH3:30])=[C:21]([CH3:31])[C:18]=1[CH:19]=O>>[CH3:15][O:16][C:17]1[C:24]([O:25][CH3:26])=[C:23]([O:27][CH3:28])[C:22]([O:29][CH3:30])=[C:21]([CH3:31])[C:18]=1[CH2:19][NH:14][CH2:13][CH2:12][CH2:11][N:8]1[CH2:7][CH2:6][N:5]([CH2:4][CH2:3][CH2:2][NH:1][CH2:19][C:18]2[C:21]([CH3:31])=[C:22]([O:29][CH3:30])[C:23]([O:27][CH3:28])=[C:24]([O:25][CH3:26])[C:17]=2[O:16][CH3:15])[CH2:10][CH2:9]1. Procedure details: The title compound was prepared by a similar way as in Preparation Example 1, except that 1,4-bis(3-aminopropyl)piperazine was used instead of trans-1,2-cyclohexane diamine and 2,3,4,5-tetramethoxy-6-methylbenzaldehyde was used instead of veratraldehyde. As a reaction SMILES: [CH2:21]1[CH2:22][NH:23][CH2:24][CH2:25][NH:26]1.[Cl:1][c:2]1[n:3][c:4]([O:8][CH2:9][CH2:10][CH2:11][CH2:12][CH2:13][O:14][c:15]2[cH:16][cH:17][cH:18][cH:19][cH:20]2)[cH:5][n:6][cH:7]1.[K+:27].[K+:28].[O-:29][C:30]([O-:31])=[O:32]>>[c:2]1([N:23]2[CH2:22][CH2:21][NH:26][CH2:25][CH2:24]2)[n:3][c:4]([O:8][CH2:9][CH2:10][CH2:11][CH2:12][CH2:13][O:14][c:15]2[cH:16][cH:17][cH:18][cH:19][cH:20]2)[cH:5][n:6][cH:7]1. Starting materials: C1CNCCN1, Clc1cncc(OCCCCCOc2ccccc2)n1, [K+], [K+], O=C([O-])[O-]. Yields the product c1ccc(OCCCCCOc2cncc(N3CCNCC3)n2)cc1. Reactants: ClC1=C(C=C2C(NC(=NC2=C1)CCl)=O)C (7-chloro-2-chloromethyl-6-methyl-3,4-dihydroquinazolin-4-one), C(C)(=O)[O-].[Cs+] (cesium acetate). Solvent: CN(C)C=O (DMF). Conditions: time 15 minute. Yields the product C(C)(=O)OCC1=NC2=CC(=C(C=C2C(N1)=O)C)Cl (2-Acetoxymethyl-7-chloro-6-methyl-3,4-dihydroquinazolin-4-one). As a reaction SMILES: [Cl:1][C:2]1[CH:11]=[C:10]2[C:5]([C:6](=[O:14])[NH:7][C:8]([CH2:12]Cl)=[N:9]2)=[CH:4][C:3]=1[CH3:15].[C:16]([O-:19])(=[O:18])[CH3:17].[Cs+]>CN(C=O)C>[C:16]([O:19][CH2:12][C:8]1[NH:7][C:6](=[O:14])[C:5]2[C:10](=[CH:11][C:2]([Cl:1])=[C:3]([CH3:15])[CH:4]=2)[N:9]=1)(=[O:18])[CH3:17] |f:1.2|. Reported procedure: A mixture of 7-chloro-2-chloromethyl-6-methyl-3,4-dihydroquinazolin-4-one (0.500 g, 2.06 mmol), anhydrous DMF (14 ml) and cesium acetate (1.58 g, 8.24 mmol) was placed in an oil bath preheated to 85° C., then stirred at this temperature for 2 hours and 15 min under argon. The reaction mixture was then allowed to cool to room temperature and the solvent was removed in vacuo. The residue was treated with hexanes (20 ml), collected by filtration, washed with hexanes (20 ml), water, and dried in vac...